Dataset: the Open Reaction Database (ORD), a public repository of structured organic reaction records. Task: describe an organic reaction: reactants, conditions, products, and yield Starting materials: [H-].[Na+] (sodium hydride), [Na+].[Cl-] (NaCl), OC=1C(=NC=CC1)C (3-hydroxy-2-methylpyridine), ClCCCI (1-chloro-3-iodopropane). Solvent: CN(C=O)C (DMF), O (water), CN(C=O)C (N,N-dimethylformamide). Product: ClCCCOC=1C(=NC=CC1)C (3-Chloro-1-(2-methyl(3-pyridyloxy))propane). The yield is 95.7%. RXN SMILES: [OH:1][C:2]1[C:3]([CH3:8])=[N:4][CH:5]=[CH:6][CH:7]=1.[H-].[Na+].[Cl:11][CH2:12][CH2:13][CH2:14]I.[Na+].[Cl-]>CN(C)C=O.O>[Cl:11][CH2:12][CH2:13][CH2:14][O:1][C:2]1[C:3]([CH3:8])=[N:4][CH:5]=[CH:6][CH:7]=1 |f:1.2,4.5|. Procedure details: Under a nitrogen atmosphere, a solution of 3-hydroxy-2-methylpyridine (2.00 g, 18.3 mmol) in N,N-dimethylformamide (DMF) (10 mL) was added drop-wise over 5 min to a cold (0-5° C.), stirring slurry of sodium hydride (0.576 g of an 80% dispersion in mineral oil, 19.2 mmol) in DMF (40 mL). The mixture was allowed to stir and warm to ambient temperature over 1 h. The slurry was cooled to 0-5° C., and 1-chloro-3-iodopropane (4.49 g, 22.0 mmol) was added drop-wise over 5 min. The resulting dark-brown ... Starting materials: C(C)OC(C(F)F)O (1-ethoxy-2,2-difluoroethanol), C[N+](=O)[O-] (CH3NO2), C(=O)([O-])[O-].[Na+].[Na+] (Na2CO3). Solvent: O (water). Conditions: temperature 60 celsius, time 3 hour. The product is FC(C(C[N+](=O)[O-])O)F (1,1-difluoro-3-nitropropan-2-ol). Reaction SMILES: C([O:3][CH:4](O)[CH:5]([F:7])[F:6])C.[CH3:9][N+:10]([O-:12])=[O:11].C([O-])([O-])=O.[Na+].[Na+]>O>[F:6][CH:5]([F:7])[CH:4]([OH:3])[CH2:9][N+:10]([O-:12])=[O:11] |f:2.3.4|. Procedure details: A mixture of 1-ethoxy-2,2-difluoroethanol (60 g, 0.47 mol), CH3NO2 (32.9 g, 0.56 mol) and Na2CO3 (3 g) was stirred at 60° C. for 3 hrs, then at rt overnight. The mixture was diluted with water (40 mL), extracted with tert-butyl methyl ether (200 mL) and the organic layer was dried over Na2SO4 and concentrated under low temperature to give the title compound, which was used for next step directly. Reactants: BrCCCCCCCCCCOC1=CC=C(C(=O)O)C=C1 (4-(10-Bromodecyloxy)benzoic acid), NaH2PO4·H2O, [O-]Cl=O.[Na+] (NaClO2), C1(O)=CC(O)=CC=C1 (resorcinol), C(CCCCCCCCC)OC1=CC=C(C(=O)OC2=CC=C(C=C2)C=O)C=C1 (4-Formylphenyl 4-(decyloxy)benzoate). Product: C(CCCCCCCCC)OC1=CC=C(C(=O)OC2=CC=C(C(=O)O)C=C2)C=C1 (4-(4-(Decyloxy)benzoyloxy)benzoic acid). RXN SMILES: Br[CH2:2][CH2:3][CH2:4][CH2:5][CH2:6][CH2:7][CH2:8][CH2:9][CH2:10][CH2:11][O:12][C:13]1[CH:21]=[CH:20][C:16]([C:17]([OH:19])=[O:18])=[CH:15][CH:14]=1.C1(C=CC=C(O)C=1)O.C(O[C:41]1[CH:57]=[CH:56][C:44]([C:45]([O:47]C2C=CC(C=O)=CC=2)=[O:46])=[CH:43][CH:42]=1)CCCCCCCCC.[O-]Cl=O.[Na+]>>[CH2:11]([O:12][C:13]1[CH:21]=[CH:20][C:16]([C:17]([O:19][C:41]2[CH:57]=[CH:56][C:44]([C:45]([OH:47])=[O:46])=[CH:43][CH:42]=2)=[O:18])=[CH:15][CH:14]=1)[CH2:10][CH2:9][CH2:8][CH2:7][CH2:6][CH2:5][CH2:4][CH2:3][CH3:2] |f:3.4|. Reported procedure: Synthesized as described above for compound 7. Quantities: resorcinol (3.18 g, 28.9 mmol), 10 (8.5 g, 22 mmol), NaH2PO4·H2O (10.39 g, 66.6 mmol), NaClO2 (11.65 g, 0.13 mol). Yield 8.8 g (quant.). 1H NMR: δH (CDCl3; 300 MHz): 0.91 (3 H, t, 3J=6.8 Hz, CH3), 1.23-1.59 (14 H, m, CH2), 1.85 (2 H, m, O—CH2—CH2), 4.07 (2 H, t, 3J=6.5 Hz, O—-CH2), 7.00 (2 H, d, 3J=8.9 Hz, Ar—H), 7.36 (2 H, d, 3J=8.6 Hz, Ar—H), 8.17 (2 H, d, 3J=8.9 Hz, Ar—H), 8.22 (2 H, d, 3J=8.6 Hz, Ar—H). 13C NMR: δC (CDCl3; 75 MHz): 1... The reactants are C(Cl)Cl (DCM), ClCC1=NC=CC(=C1)C1=NOC(=N1)C1=CC(=C(C=C1)N1C(CCCC1)C)C(F)(F)F (3-(2-(chloromethyl)pyridin-4-yl)-5-(4-(2-methylpiperidin-1-yl)-3-(trifluoromethyl)phenyl)-1,2,4-oxadiazole), Cl.C(C)(C)(C)OC(CNC)=O (sarcosine t-butyl ester hydrochloride), C(=O)([O-])[O-].[K+].[K+] (K2CO3). Solvent: O (water), O1CCOCC1 (dioxan). The product is CN(CC(=O)OC(C)(C)C)CC1=NC=CC(=C1)C1=NOC(=N1)C1=CC(=C(C=C1)N1C(CCCC1)C)C(F)(F)F (tert-butyl 2-(methyl((4-(5-(4-(2-methylpiperidin-1-yl)-3-(trifluoromethyl)phenyl)-1,2,4-oxadiazol-3-yl)pyridin-2-yl)methyl)amino)acetate). As a reaction SMILES: Cl[CH2:2][C:3]1[CH:8]=[C:7]([C:9]2[N:13]=[C:12]([C:14]3[CH:19]=[CH:18][C:17]([N:20]4[CH2:25][CH2:24][CH2:23][CH2:22][CH:21]4[CH3:26])=[C:16]([C:27]([F:30])([F:29])[F:28])[CH:15]=3)[O:11][N:10]=2)[CH:6]=[CH:5][N:4]=1.Cl.[C:32]([O:36][C:37](=[O:41])[CH2:38][NH:39][CH3:40])([CH3:35])([CH3:34])[CH3:33].C([O-])([O-])=O.[K+].[K+].C(Cl)Cl>O1CCOCC1.O>[CH3:40][N:39]([CH2:2][C:3]1[CH:8]=[C:7]([C:9]2[N:13]=[C:12]([C:14]3[CH:19]=[CH:18][C:17]([N:20]4[CH2:25][CH2:24][CH2:23][CH2:22][CH:21]4[CH3:26])=[C:16]([C:27]([F:30])([F:29])[F:28])[CH:15]=3)[O:11][N:10]=2)[CH:6]=[CH:5][N:4]=1)[CH2:38][C:37]([O:36][C:32]([CH3:35])([CH3:34])[CH3:33])=[O:41] |f:1.2,3.4.5|. Reported procedure: A solution of 3-(2-(chloromethyl)pyridin-4-yl)-5-(4-(2-methylpiperidin-1-yl)-3-(trifluoromethyl)phenyl)-1,2,4-oxadiazole (0.065 g; 0.15 mmol), sarcosine t-butyl ester hydrochloride (0.031 g; 0.17 mmol) and K2CO3 (0.046 g; 0.34 mmol) in dioxan (2 mL) was heated at 70° C. for 96 hours. DCM and water were added to the reaction mixture. The mixture was poured through a hydrophobic frit. The solvent was evaporated in vacuo. The residue was purified by flash chromatography on silica, eluting with DCM/... The reactants are O1CCOCC1 (dioxan), ClS(=O)(=O)C=1C=C(C(C(=O)O)=CC1)C(=O)O (4-chlorosulphonyl phthalic acid), OC1=CC=C(C=2C(C3=CC=CC=C3C(C12)=O)=O)NC1=CC=C(C=C1)N (1-hydroxy-4-(4-aminoanilino)-anthraquinone). Product: C1CC(=O)C2=C(C3=CC=CC=C3C(=C2C1=O)O)O (leucoquinizarin), C1=CC(=CC=C1N)N (4-phenylene diamine). Reaction SMILES: ClS(C1C=C(C(O)=O)C(=CC=1)C(O)=O)(=O)=O.[OH:17][C:18]1[C:31]2[C:30](=[O:32])[C:29]3[C:24](=[CH:25][CH:26]=[CH:27][CH:28]=3)[C:23](=[O:33])[C:22]=2C([NH:34][C:35]2[CH:40]=[CH:39][C:38]([NH2:41])=[CH:37][CH:36]=2)=C[CH:19]=1.[O:42]1[CH2:47][CH2:46]OCC1>>[CH2:46]1[C:47](=[O:42])[C:22]2[C:31](=[C:30]([OH:32])[C:29]3[C:24]([C:23]=2[OH:33])=[CH:25][CH:26]=[CH:27][CH:28]=3)[C:18](=[O:17])[CH2:19]1.[CH:36]1[C:35]([NH2:34])=[CH:40][CH:39]=[C:38]([NH2:41])[CH:37]=1. Reported procedure: 1 part of 4-chlorosulphonyl phthalic acid is added to a solution of 0.5 parts of 1-hydroxy-4-(4-aminoanilino)-anthraquinone, (itself obtained by the reaction of leucoquinizarin with 4-phenylene diamine) in 25 parts of dioxan. The mixture is heated under reflux for 51/2 hours, filtered hot, and the filtrate poured into water. The precipitated product is filtered off, dissolved in dilute sodium carbonate solution at 20°C, screened, and the filtrate acidified with mineral acid to give 0.4 parts of ... The product is COc1ccccc1-c1n[nH]c2ncc(-c3cccc(C(O)c4ncccc4C(F)(F)F)c3)cc12. RXN SMILES: [C:49](=[O:50])([OH:51])[O-:52].[CH3:54][CH2:55][OH:56].[CH:45]([Cl:46])([Cl:47])[Cl:48].[ClH:44].[Na+:53].[Na+:58].[OH-:57].[OH:1][CH:2]([c:3]1[cH:4][c:5](-[c:9]2[cH:10][c:11]3[c:12]([n:13][cH:14]2)[n:15]([CH2:26][O:27][C:28](=[O:29])[C:30]([CH3:31])([CH3:32])[CH3:33])[n:16][c:17]3-[c:18]2[c:19]([O:24][CH3:25])[cH:20][cH:21][cH:22][cH:23]2)[cH:6][cH:7][cH:8]1)[c:34]1[n:35][cH:36][cH:37][cH:38][c:39]1[C:40]([F:41])([F:42])[F:43]>>[OH:1][CH:2]([c:3]1[cH:4][c:5](-[c:9]2[cH:10][c:11]3[c:12]([n:13][cH:14]2)[nH:15][n:16][c:17]3-[c:18]2[c:19]([O:24][CH3:25])[cH:20][cH:21][cH:22][cH:23]2)[cH:6][cH:7][cH:8]1)[c:34]1[n:35][cH:36][cH:37][cH:38][c:39]1[C:40]([F:41])([F:42])[F:43]. The reactants are O=C([O-])O, CCO, ClC(Cl)Cl, Cl, [Na+], [Na+], [OH-], COc1ccccc1-c1nn(COC(=O)C(C)(C)C)c2ncc(-c3cccc(C(O)c4ncccc4C(F)(F)F)c3)cc12.